describe an organic reaction: reactants, conditions, products, and yield From a dataset of the Open Reaction Database (ORD), a public repository of structured organic reaction records. Starting materials: N1=C(NC2=C1C=CC=C2)S(=O)(=O)O (2-benzimidazolesulfonic acid), NCCCO (3-aminopropanol). Run in O (water). Reaction conditions: temperature 90 celsius. Product: OCCCNC=1NC2=C(N1)C=CC=C2 (2-(3-Hydroxypropylamino)benzimidazole). As a reaction SMILES: [N:1]1[C:5]2[CH:6]=[CH:7][CH:8]=[CH:9][C:4]=2[NH:3][C:2]=1S(O)(=O)=O.[NH2:14][CH2:15][CH2:16][CH2:17][OH:18]>O>[OH:18][CH2:17][CH2:16][CH2:15][NH:14][C:2]1[NH:3][C:4]2[CH:9]=[CH:8][CH:7]=[CH:6][C:5]=2[N:1]=1. Procedure details: Heat at 145°-150° C. for two hours a mixture of 5 g (25 mmol) of 2-benzimidazolesulfonic acid and 5.7 ml (75 mmol) of 3-aminopropanol. Cool to 90° C. and add 15 ml of cold water, with vigorous stirring, until a precipitate is formed. Maintain at a temperature of approximately 4° C. for one night, filter the title compound precipitate, wash with cold water and dry.